This data is from the Open Reaction Database (ORD), a public repository of structured organic reaction records. The task is: describe an organic reaction: reactants, conditions, products, and yield The reactants are BrCC(=O)C1=CC=C(C=C1)OCCC (2-bromo-4'-propoxyacetophenone), N1N=CN=C1 (1,2,4-triazole), C(C)(C)N(CC)C(C)C (diisopropylethylamine). Run in O1CCCC1 (tetrahydrofuran). Product: N1(N=CN=C1)CC(=O)C1=CC=C(C=C1)OCCC (2-(1,2,4-triazol-1-yl)-4'-propoxyacetophenone). Yield: 30.4%. Reaction SMILES: Br[CH2:2][C:3]([C:5]1[CH:10]=[CH:9][C:8]([O:11][CH2:12][CH2:13][CH3:14])=[CH:7][CH:6]=1)=[O:4].[NH:15]1[CH:19]=[N:18][CH:17]=[N:16]1.C(N(C(C)C)CC)(C)C>O1CCCC1>[N:15]1([CH2:2][C:3]([C:5]2[CH:10]=[CH:9][C:8]([O:11][CH2:12][CH2:13][CH3:14])=[CH:7][CH:6]=2)=[O:4])[CH:19]=[N:18][CH:17]=[N:16]1. Procedure details: By substantially following the procedure of Example 608a using 29 g of 2-bromo-4'-propoxyacetophenone (Example 585b), 10 g of 1,2,4-triazole, 15 g (116 mmole) of diisopropylethylamine, and 100 ml of tetrahydrofuran, 8.4 g of the desired compound, mp 97°-99° C., was obtained. The reactants are Cc1cn(C2OC(CO)C(O)C2OCOCCC#N)c(=O)[nH]c1=O, COc1ccc(C(Cl)(c2ccccc2)c2ccc(OC)cc2)cc1, CO, C1CCOC1, c1ccncc1. Yields the product COc1ccc(C(OCC2OC(n3cc(C)c(=O)[nH]c3=O)C(OCOCCC#N)C2O)(c2ccccc2)c2ccc(OC)cc2)cc1. As a reaction SMILES: [C:1](#[N:2])[CH2:3][CH2:4][O:5][CH2:6][O:7][CH:8]1[CH:9]([n:16]2[c:17](=[O:18])[nH:19][c:20](=[O:21])[c:22]([CH3:24])[cH:23]2)[O:10][CH:11]([CH2:14][OH:15])[CH:12]1[OH:13].[CH3:36][O:37][c:38]1[cH:39][cH:40][c:41]([C:42]([c:43]2[cH:44][cH:45][c:46]([O:49][CH3:50])[cH:47][cH:48]2)([c:51]2[cH:52][cH:53][cH:54][cH:55][cH:56]2)[Cl:57])[cH:58][cH:59]1.[CH3:60][OH:61].[O:25]1[CH2:26][CH2:27][CH2:28][CH2:29]1.[cH:30]1[cH:31][cH:32][n:33][cH:34][cH:35]1>>[C:1](#[N:2])[CH2:3][CH2:4][O:5][CH2:6][O:7][CH:8]1[CH:9]([n:16]2[c:17](=[O:18])[nH:19][c:20](=[O:21])[c:22]([CH3:24])[cH:23]2)[O:10][CH:11]([CH2:14][O:15][C:42]([c:41]2[cH:40][cH:39][c:38]([O:37][CH3:36])[cH:59][cH:58]2)([c:43]2[cH:44][cH:45][c:46]([O:49][CH3:50])[cH:47][cH:48]2)[c:51]2[cH:52][cH:53][cH:54][cH:55][cH:56]2)[CH:12]1[OH:13].